This data is from the Open Reaction Database (ORD), a public repository of structured organic reaction records. The task is: describe an organic reaction: reactants, conditions, products, and yield Reactants: ClCC(=O)N1C2=C(NC(C3=C1C=CC=C3)=O)C=CC=N2 (11-chloroacetyl-5,11-dihydro-6H-pyrido[2,3-b][1,4]benzodiazepin-6-one), C([O-])([O-])=O.[K+].[K+] (potassium carbonate), CC(CN1CCNCC1)(C)C (1-(2,2-dimethyl-propyl)-piperazine). Run in C(C)O (ethanol). Product: CC(CN1CCN(CC1)CC(=O)N1C2=C(NC(C3=C1C=CC=C3)=O)C=CC=N2)(C)C (5,11-Dihydro-11-{[4-(2,2-dimethyl-propyl)-1-piperazinyl]acetyl}-6H-pyrido[2,3-b][1,4]benzodiazepin-6-one). As a reaction SMILES: Cl[CH2:2][C:3]([N:5]1[C:11]2[CH:12]=[CH:13][CH:14]=[CH:15][C:10]=2[C:9](=[O:16])[NH:8][C:7]2[CH:17]=[CH:18][CH:19]=[N:20][C:6]1=2)=[O:4].C(=O)([O-])[O-].[K+].[K+].[CH3:27][C:28]([CH3:37])([CH3:36])[CH2:29][N:30]1[CH2:35][CH2:34][NH:33][CH2:32][CH2:31]1>C(O)C>[CH3:27][C:28]([CH3:37])([CH3:36])[CH2:29][N:30]1[CH2:35][CH2:34][N:33]([CH2:2][C:3]([N:5]2[C:11]3[CH:12]=[CH:13][CH:14]=[CH:15][C:10]=3[C:9](=[O:16])[NH:8][C:7]3[CH:17]=[CH:18][CH:19]=[N:20][C:6]2=3)=[O:4])[CH2:32][CH2:31]1 |f:1.2.3|. Procedure: 7.15 gm of 11-chloroacetyl-5,11-dihydro-6H-pyrido[2,3-b][1,4]benzodiazepin-6-one, 2.9 gm of potassium carbonate and 4.5 gm of 1-(2,2-dimethyl-propyl)-piperazine were refluxed for 5 hours in 100 ml of absolute ethanol. Then, the hot reaction mixture was suction filtered. The crystals which precipitated out of the filtrate were then recrystallized from isopropanol in the presence of activated charcoal. The reactants are COC=1C=C2CCN(CC2=CC1OC)CCCCNC(C1=C(C=CC(=C1)C)OCCOCCO)=O (N-(4-(6,7-dimethoxy-3,4-dihydroisoquinolin-2(1H)-yl)butyl)-2-(2-(2-hydroxyethoxy)ethoxy)-5-methylbenzamide), C(C)N(CC)S(F)(F)F ((Diethylamino)sulfur trifluoride). Run in ClCCl (dichloromethane). Reaction conditions: time 8 hour. The product is COC=1C=C2CCN(CC2=CC1OC)CCCCNC(C1=C(C=CC(=C1)C)OCCOCCF)=O (N-(4-(6,7-dimethoxy-3,4-dihydroisoquinolin-2(1H)-yl)butyl)-2-(2-(2-fluoroethoxy)ethoxy)-5-methylbenzamide). Yield: 34.9%. As a reaction SMILES: [CH3:1][O:2][C:3]1[CH:4]=[C:5]2[C:10](=[CH:11][C:12]=1[O:13][CH3:14])[CH2:9][N:8]([CH2:15][CH2:16][CH2:17][CH2:18][NH:19][C:20](=[O:35])[C:21]1[CH:26]=[C:25]([CH3:27])[CH:24]=[CH:23][C:22]=1[O:28][CH2:29][CH2:30][O:31][CH2:32][CH2:33]O)[CH2:7][CH2:6]2.C(N(S(F)(F)[F:42])CC)C>ClCCl>[CH3:1][O:2][C:3]1[CH:4]=[C:5]2[C:10](=[CH:11][C:12]=1[O:13][CH3:14])[CH2:9][N:8]([CH2:15][CH2:16][CH2:17][CH2:18][NH:19][C:20](=[O:35])[C:21]1[CH:26]=[C:25]([CH3:27])[CH:24]=[CH:23][C:22]=1[O:28][CH2:29][CH2:30][O:31][CH2:32][CH2:33][F:42])[CH2:7][CH2:6]2. Reported procedure: To solution of compound 5a (0.20 g, 0.41 mmol) in dichloromethane (60 ml) was added slowly (Diethylamino)sulfur trifluoride (DAST) (0.13 g, 0.81 mmol) at 0° C. The reaction mixture was stirred overnight under an atmosphere of nitrogen and then quenched with water (30 ml). The organic layer was separated and washed with saturated sodium carbonate solution (2×15 ml) and dried over sodium sulfate. Volatile components were removed under reduced pressure. The crude product was purified by silica gel ...